This data is from the Open Reaction Database (ORD), a public repository of structured organic reaction records. The task is: describe an organic reaction: reactants, conditions, products, and yield The solvent is ClC(C)Cl (dichloroethane). RXN SMILES: [Br:1][C:2]1[CH:29]=[CH:28][C:5]([O:6][C:7]2[CH:12]=[CH:11][C:10]([CH2:13][NH:14][CH2:15][CH:16]3[CH2:20][CH2:19][CH2:18][N:17]3[C:21]([O:23][C:24]([CH3:27])([CH3:26])[CH3:25])=[O:22])=[CH:9][CH:8]=2)=[CH:4][CH:3]=1.[C:30](O)(=O)C.C=O.C(O[BH-](OC(=O)C)OC(=O)C)(=O)C.[Na+].C(=O)(O)[O-].[Na+]>ClC(Cl)C>[CH3:30][N:14]([CH2:15][C@H:16]1[CH2:20][CH2:19][CH2:18][N:17]1[C:21]([O:23][C:24]([CH3:25])([CH3:26])[CH3:27])=[O:22])[CH2:13][C:10]1[CH:9]=[CH:8][C:7]([O:6][C:5]2[CH:4]=[CH:3][C:2]([Br:1])=[CH:29][CH:28]=2)=[CH:12][CH:11]=1 |f:3.4,5.6|. Reactants: C([O-])(O)=O.[Na+] (sodium bicarbonate), BrC1=CC=C(OC2=CC=C(C=C2)CNCC2N(CCC2)C(=O)OC(C)(C)C)C=C1 (1,1-dimethylethyl 2-[[[[4-(4-bromophenoxy)phenyl]methyl]amino]-methyl]-1-pyrrolidinecarboxylate), C(C)(=O)O (acetic acid), C=O (formaldehyde), C(C)(=O)O[BH-](OC(C)=O)OC(C)=O.[Na+] (sodium triacetoxyborohydride). Conditions: time 17 hour. Procedure: A solution of 1,1-dimethylethyl 2-[[[[4-(4-bromophenoxy)phenyl]methyl]amino]-methyl]-1-pyrrolidinecarboxylate (900 mg, 1.9 mmol) in dichloroethane (10 mL) was stirred as acetic acid (180 mg, 3 mmol), formaldehyde (37% solution in water) and sodium triacetoxyborohydride (508 mg, 2.4 mmol) were added. The reaction was stirred for 17 hours. The reaction was treated with a saturated aqueous solution of sodium bicarbonate and extracted with ethyl acetate (2×). The combined organic extracts were dried... Yield: 74.2%. Yields the product CN(CC1=CC=C(C=C1)OC1=CC=C(C=C1)Br)C[C@@H]1N(CCC1)C(=O)OC(C)(C)C (1,1-dimethylethyl (R)-2-[[methyl[[4-(4-bromophenoxy)phenyl]methyl]amino]methyl]-1-pyrrolidinecarboxylate).